From a dataset of the Open Reaction Database (ORD), a public repository of structured organic reaction records. describe an organic reaction: reactants, conditions, products, and yield Reported procedure: N'-t-butyl-N-benzoylhydrazine (2 g) was stirred in toluene (35 ml) and 50% aqueous sodium hydroxide (1 g) at 5° C. Phenylacetylchloride (1.5 g) was added slowly, dropwise to the reaction mixture, warmed to room temperature and stirred 1 hour. The reaction mixture was diluted with hexane (50 ml) and filtered off to yield a solid product. The filter cake was washed with hexane and water and allowed to air dry. The white solid product obtained in 90% yield melted at 167°-169° C. Isolated yield 90.0%. Reaction conditions: time 1 hour. The solvent is CCCCCC (hexane), C1(=CC=CC=C1)C (toluene). Product: C(C)(C)(C)N(NC(C1=CC=CC=C1)=O)C(CC1=CC=CC=C1)=O (N'-t-butyl-N-benzoyl-N'-phenylacetylhydrazine). Starting materials: [OH-].[Na+] (sodium hydroxide), C(C)(C)(C)NNC(C1=CC=CC=C1)=O (N'-t-butyl-N-benzoylhydrazine), C1(=CC=CC=C1)CC(=O)Cl (Phenylacetylchloride). RXN SMILES: [C:1]([NH:5][NH:6][C:7](=[O:14])[C:8]1[CH:13]=[CH:12][CH:11]=[CH:10][CH:9]=1)([CH3:4])([CH3:3])[CH3:2].[OH-].[Na+].[C:17]1([CH2:23][C:24](Cl)=[O:25])[CH:22]=[CH:21][CH:20]=[CH:19][CH:18]=1>C1(C)C=CC=CC=1.CCCCCC>[C:1]([N:5]([C:24](=[O:25])[CH2:23][C:17]1[CH:22]=[CH:21][CH:20]=[CH:19][CH:18]=1)[NH:6][C:7](=[O:14])[C:8]1[CH:9]=[CH:10][CH:11]=[CH:12][CH:13]=1)([CH3:4])([CH3:2])[CH3:3] |f:1.2|. Starting materials: COc1ccc(CC(=O)Cl)cc1, CCN(C(C)C)C(C)C, ClCCl, O, CC(C)(C)OC(=O)N1CCC(NCCCc2ccccc2)CC1. The product is COc1ccc(CC(=O)N(CCCc2ccccc2)C2CCN(C(=O)OC(C)(C)C)CC2)cc1. As a reaction SMILES: [CH3:33][O:34][c:35]1[cH:36][cH:37][c:38]([CH2:41][C:42](=[O:43])[Cl:44])[cH:39][cH:40]1.[CH:24]([N:25]([CH:26]([CH3:27])[CH3:28])[CH2:29][CH3:30])([CH3:31])[CH3:32].[Cl:46][CH2:47][Cl:48].[OH2:45].[c:1]1([CH2:7][CH2:8][CH2:9][NH:10][CH:11]2[CH2:12][CH2:13][N:14]([C:17](=[O:18])[O:19][C:20]([CH3:21])([CH3:22])[CH3:23])[CH2:15][CH2:16]2)[cH:2][cH:3][cH:4][cH:5][cH:6]1>>[c:1]1([CH2:7][CH2:8][CH2:9][N:10]([CH:11]2[CH2:12][CH2:13][N:14]([C:17](=[O:18])[O:19][C:20]([CH3:21])([CH3:22])[CH3:23])[CH2:15][CH2:16]2)[C:42]([CH2:41][c:38]2[cH:37][cH:36][c:35]([O:34][CH3:33])[cH:40][cH:39]2)=[O:43])[cH:2][cH:3][cH:4][cH:5][cH:6]1. The reactants are O (water), [H-].[Na+] (Sodium hydride), triethyl phosphonoacetate, CC1=C(N=C(O1)C1=CC=CC=C1)COC=1C=C(C=O)C=CC1 (3-(5-methyl-2-phenyl-4-oxazolylmethoxy)benzaldehyde). Run in O1CCCC1 (tetrahydrofuran). Reaction conditions: time 10 minute. Yields the product CC1=C(N=C(O1)C1=CC=CC=C1)COC=1C=C(C=CC(=O)OCC)C=CC1 (ethyl 3-(5-methyl-2-phenyl-4-oxazolylmethoxy)cinnamate). The yield is 81.0%. Reaction SMILES: [H-].[Na+].[CH3:3][C:4]1[O:8][C:7]([C:9]2[CH:14]=[CH:13][CH:12]=[CH:11][CH:10]=2)=[N:6][C:5]=1[CH2:15][O:16][C:17]1[CH:18]=[C:19]([CH:22]=[CH:23][CH:24]=1)[CH:20]=O.[OH2:25]>O1CCCC1>[CH3:3][C:4]1[O:8][C:7]([C:9]2[CH:14]=[CH:13][CH:12]=[CH:11][CH:10]=2)=[N:6][C:5]=1[CH2:15][O:16][C:17]1[CH:18]=[C:19]([CH:22]=[CH:23][CH:24]=1)[CH:20]=[CH:9][C:7]([O:8][CH2:4][CH3:3])=[O:25] |f:0.1|. Reported procedure: Sodium hydride (oily, 60%, 2.40 g) was added little by little to a solution of triethyl phosphonoacetate (12.3 g) in tetrahydrofuran (200 ml) at 0° C., and the mixture was stirred at 10 minutes. Then, 3-(5-methyl-2-phenyl-4-oxazolylmethoxy)benzaldehyde (14.7 g) was added, and the mixture was stirred at 0° C. for 1 hour. The reaction mixture was poured into water and extracted with ethyl acetate. The ethyl acetate layer was washed with water and dried over magnesium sulfate, and the solvent was e... Starting materials: FC(C1=CC(=C(C=C1)N)N)(F)F (4-(trifluoromethyl)-1,2-phenylenediamine), C(=O)O (formic acid). Product: FC(C=1C=CC2=C(NC=N2)C1)(F)F (6-Trifluoromethyl-1H-benzimidazole). The yield is 83.0%. RXN SMILES: [F:1][C:2]([F:12])([F:11])[C:3]1[CH:8]=[CH:7][C:6]([NH2:9])=[C:5]([NH2:10])[CH:4]=1.[CH:13](O)=O>>[F:1][C:2]([F:11])([F:12])[C:3]1[CH:8]=[CH:7][C:6]2[N:9]=[CH:13][NH:10][C:5]=2[CH:4]=1. Procedure details: A mixture of 10 g (60 mmol) of 4-(trifluoromethyl)-1,2-phenylenediamine (Lancaster) and 50 mL of formic acid was refluxed for 2 h. Excess formic acid was then removed in vacuo. To the resultant concentrate was added 200 mL of water during which time a precipitate was discerned. This was filtered and discarded. The filtrate was concentrated in vacuo and redissolved in EtOAc. After repeated washing with saturated NaHCO3, the EtOAc solution was dried over MgSO4 and concentrated. The concentrate was... Starting materials: C(C)C(C(=O)[O-])(C(=O)[O-])CC (diethyl-malonate), COC=1C=C(C(=O)Cl)C=C(C1CC)OC (3,5-Dimethoxy-4-ethyl-benzoyl chloride), C(=O)(OC)C1=CC(=C(C(=O)Cl)C(=C1)OC)OC (4-carbomethoxy-2,6-dimethoxy-benzoyl chloride). The product is methyl ester, C(C)(=O)C1=C(C=C(C(=O)O)C=C1OC)OC (4-acetyl-3,5-dimethoxy-benzoic acid). As a reaction SMILES: [CH3:1]OC1C=C(C=C(OC)C=1CC)C(Cl)=O.[C:16]([C:20]1[CH:28]=[C:27]([O:29][CH3:30])[C:23]([C:24](Cl)=[O:25])=[C:22]([O:31][CH3:32])[CH:21]=1)([O:18]C)=[O:17].C(C(CC)(C([O-])=O)C([O-])=O)C>>[C:24]([C:23]1[C:27]([O:29][CH3:30])=[CH:28][C:20]([C:16]([OH:18])=[O:17])=[CH:21][C:22]=1[O:31][CH3:32])(=[O:25])[CH3:1]. Procedure: 3,5-Dimethoxy-4-ethyl-benzoyl chloride. Starting from 4-carbomethoxy-2,6-dimethoxy-benzoyl chloride and diethyl-malonate, and following the procedure described by H. G. Walker et al., in Journal Am.Chem.Soc., 68, 1387 (1946), the methyl ester of 4-acetyl-3,5-dimethoxy-benzoic acid is obtained, m.p. 100°-102°C. This compound is hydrolized under alkaline conditions to the corresponding acid. (M.p. 174°-179°C from ethanol/water). The conversion of the -COCH3 group at the position 4 to --CH2CH3 is a... Starting materials: anhydride, [NH4+].[OH-] (NH4OH), anhydride, compound 3, C(C(C)C)C(CC(=O)O)CC(=O)O (3-isobutyl glutaric acid), compound 2, C(C)(=O)OC(C)=O (acetic anhydride). Procedure: In Scheme 1, 3-isobutyl glutaric acid, compound 2, is converted into the corresponding anhydride, compound 3, by treatment with refluxing acetic anhydride. The reaction of the anhydride with NH4OH produces the glutaric acid mono-amide, compound 4, which is resolved with (R)-1-phenylethylamine, yielding the (R)-phenylethylamine salt of (R)-3-(carbamoylmethyl)-5-methylhexanoic acid, compound 5. Combining the salt with an acid liberates the R enantiomer, compound 6. Finally, a Hoffmann degradation ... Yields the product C(CCCC(=O)O)(=O)N (glutaric acid mono-amide), compound 4. RXN SMILES: C([CH:5]([CH2:10][C:11]([OH:13])=[O:12])[CH2:6][C:7](O)=[O:8])C(C)C.C(OC(=O)C)(=O)C.[NH4+:21].[OH-]>>[C:7]([NH2:21])(=[O:8])[CH2:6][CH2:5][CH2:10][C:11]([OH:13])=[O:12] |f:2.3|. Starting materials: CO, COC(=O)c1ccc2cc(OCCN(C(C)C)C(C)C)ccc2c1, [K+], [OH-]. Product: CC(C)N(CCOc1ccc2cc(C(=O)O)ccc2c1)C(C)C. As a reaction SMILES: [CH3:27][OH:28].[CH:1]([CH3:2])([CH3:3])[N:4]([CH2:5][CH2:6][O:7][c:8]1[cH:9][c:10]2[cH:11][cH:12][c:13]([C:18](=[O:19])[O:20][CH3:21])[cH:14][c:15]2[cH:16][cH:17]1)[CH:22]([CH3:23])[CH3:24].[K+:26].[OH-:25]>>[CH:1]([CH3:2])([CH3:3])[N:4]([CH2:5][CH2:6][O:7][c:8]1[cH:9][c:10]2[cH:11][cH:12][c:13]([C:18](=[O:19])[OH:20])[cH:14][c:15]2[cH:16][cH:17]1)[CH:22]([CH3:23])[CH3:24]. Starting materials: O=C([O-])[O-], ClC(Cl)Cl, Cl, Cl, CC(C)(C)OC(=O)NC1CCN(CCn2c(=O)cnc3c(F)cc(F)cc32)CC1, [Na+], [Na+], C1COCCO1, C1COCCO1, O. Product: NC1CCN(CCn2c(=O)cnc3c(F)cc(F)cc32)CC1. Reaction SMILES: [C:38](=[O:39])([O-:40])[O-:41].[CH:51]([Cl:52])([Cl:53])[Cl:54].[ClH:30].[ClH:31].[F:1][c:2]1[c:3]2[n:4][cH:5][c:6](=[O:29])[n:7]([CH2:13][CH2:14][N:15]3[CH2:16][CH2:17][CH:18]([NH:21][C:22](=[O:23])[O:24][C:25]([CH3:26])([CH3:27])[CH3:28])[CH2:19][CH2:20]3)[c:8]2[cH:9][c:10]([F:12])[cH:11]1.[Na+:42].[Na+:43].[O:32]1[CH2:33][CH2:34][O:35][CH2:36][CH2:37]1.[O:44]1[CH2:45][CH2:46][O:47][CH2:48][CH2:49]1.[OH2:50]>>[F:1][c:2]1[c:3]2[n:4][cH:5][c:6](=[O:29])[n:7]([CH2:13][CH2:14][N:15]3[CH2:16][CH2:17][CH:18]([NH2:21])[CH2:19][CH2:20]3)[c:8]2[cH:9][c:10]([F:12])[cH:11]1. Reactants: S1C2=C(C=C1)C(CCC2)=O (6,7-dihydrobenzo[b]thiophen-4(5H)-one), BrBr (Br2). Solvent: CCOCC (ether), C(Cl)(Cl)(Cl)Cl (carbon tetrachloride). Run at time 15 minute. The product is BrC1C(C2=C(SC=C2)CC1)=O (5-bromo-6,7-dihydrobenzo[b]thiophen-4(5H)-one). The yield is 98.2%. RXN SMILES: [S:1]1[CH:5]=[CH:4][C:3]2[C:6](=[O:10])[CH2:7][CH2:8][CH2:9][C:2]1=2.[Br:11]Br>CCOCC.C(Cl)(Cl)(Cl)Cl>[Br:11][CH:7]1[CH2:8][CH2:9][C:2]2[S:1][CH:5]=[CH:4][C:3]=2[C:6]1=[O:10]. Reported procedure: Into a solution of 6,7-dihydrobenzo[b]thiophen-4(5H)-one (15.3 g, 100 mmol) in ether (600 mL) at −10° C. is added Br2 (16.0 g, 100 mmol) in carbon tetrachloride (CCl4) (100 mL) dropwise over 50 minutes. After an additional 15 minutes at −10° C., the cold bath is removed and the mixture is allowed to warm to ambient temperature. After 1 hour, the mixture is diluted with hexane (300 mL) and washed with water (2×500 mL), aqueous sodium chloride (150 mL) and concentrated under reduced pressure to yi... Reactants: CC(CCBr)O[Si](C)(C)C(C)(C)C, C1CCOC1, [Cl-], [Cl-], [Mg], [Zn+2]. The product is [Br-], CC(CC[Mg+])O[Si](C)(C)C(C)(C)C. As a reaction SMILES: [Br:1][CH2:2][CH2:3][CH:4]([CH3:5])[O:6][Si:7]([CH3:8])([CH3:9])[C:10]([CH3:11])([CH3:12])[CH3:13].[CH2:15]1[O:16][CH2:17][CH2:18][CH2:19]1.[Cl-:20].[Cl-:22].[Mg:14].[Zn+2:21]>>[Br-:1].[CH2:2]([CH2:3][CH:4]([CH3:5])[O:6][Si:7]([CH3:8])([CH3:9])[C:10]([CH3:11])([CH3:12])[CH3:13])[Mg+:14].